From a dataset of the Open Reaction Database (ORD), a public repository of structured organic reaction records. describe an organic reaction: reactants, conditions, products, and yield Starting materials: C1(CCCCC1)C=1C=2C=CC(=CC2N2C1C1=C(C=C(C2)C(=O)N2CCC(CC2)N2CCOCC2)C=CC=C1)C(=O)O (13-cyclohexyl-6-[[4-(4-morpholinyl)-1-piperidinyl]carbonyl]-7H-indolo[2,1-a][2]benzazepine-10-carboxylic acid), C(C)(C)N(C(C)C)CC (N,N-diisopropylethylamine), Cl.CN(CCCN=C=NCC)C (N-(3-dimethylaminopropyl)-N′-ethylcarbodiimide hydrochloride), ON1N=NC2=C1C=CC=C2 (1-hydroxybenzotriazole), C(C1=CC=CO1)N (furfuryl amine). Run in CCOCC (Et2O), C(Cl)Cl (CH2Cl2), C(Cl)Cl (CH2Cl2). Yields the product C1(CCCCC1)C=1C=2C=CC(=CC2N2C1C1=C(C=C(C2)C(=O)N2CCC(CC2)N2CCOCC2)C=CC=C1)C(=O)NCC=1OC=CC1 (13-cyclohexyl-N-(2-furanylmethyl)-6-[[4-(4-morpholinyl)-1-piperidinyl]carbonyl]-7H-indolo[2,1-a][2]benzazepine-10-carboxamide). Yield: 94.8%. RXN SMILES: [CH:1]1([C:7]2[C:8]3[CH:9]=[CH:10][C:11]([C:39](O)=[O:40])=[CH:12][C:13]=3[N:14]3[CH2:20][C:19]([C:21]([N:23]4[CH2:28][CH2:27][CH:26]([N:29]5[CH2:34][CH2:33][O:32][CH2:31][CH2:30]5)[CH2:25][CH2:24]4)=[O:22])=[CH:18][C:17]4[CH:35]=[CH:36][CH:37]=[CH:38][C:16]=4[C:15]=23)[CH2:6][CH2:5][CH2:4][CH2:3][CH2:2]1.C(N(CC)C(C)C)(C)C.Cl.CN(C)CCCN=C=NCC.ON1C2C=CC=CC=2N=N1.[CH2:73]([NH2:79])[C:74]1[O:78][CH:77]=[CH:76][CH:75]=1>C(Cl)Cl.CCOCC>[CH:1]1([C:7]2[C:8]3[CH:9]=[CH:10][C:11]([C:39]([NH:79][CH2:73][C:74]4[O:78][CH:77]=[CH:76][CH:75]=4)=[O:40])=[CH:12][C:13]=3[N:14]3[CH2:20][C:19]([C:21]([N:23]4[CH2:24][CH2:25][CH:26]([N:29]5[CH2:30][CH2:31][O:32][CH2:33][CH2:34]5)[CH2:27][CH2:28]4)=[O:22])=[CH:18][C:17]4[CH:35]=[CH:36][CH:37]=[CH:38][C:16]=4[C:15]=23)[CH2:6][CH2:5][CH2:4][CH2:3][CH2:2]1 |f:2.3|. Reported procedure: A solution of 13-cyclohexyl-6-[[4-(4-morpholinyl)-1-piperidinyl]carbonyl]-7H-indolo[2,1-a][2]benzazepine-10-carboxylic acid (40 mg, 0.07 mmol), N,N-diisopropylethylamine (60 μL, 0.34 mmol), N-(3-dimethylaminopropyl)-N′-ethylcarbodiimide hydrochloride (19 mg, 0.1 mmol), 1-hydroxybenzotriazole (14 mg, 0.1 mmol), and furfuryl amine (10 mg, 0.1 mmol) in CH2Cl2 (1.5 mL) was stirred at r.t. overnight, diluted with CH2Cl2 (3 mL), and chromatographed on silica gel (gradient elution: 0%→10% MeOH in CH2Cl...